From a dataset of the Open Reaction Database (ORD), a public repository of structured organic reaction records. describe an organic reaction: reactants, conditions, products, and yield The reactants are CN(C)CCCN1CCNCC1, Cn1c([N+](=O)[O-])cnc1C1=CNN(Cl)S1, C1COCCO1. The product is CN(C)CCCN1CCN(N2NC=C(c3ncc([N+](=O)[O-])n3C)S2)CC1. RXN SMILES: [CH3:16][N:17]([CH2:18][CH2:19][CH2:20][N:21]1[CH2:22][CH2:23][NH:24][CH2:25][CH2:26]1)[CH3:27].[Cl:1][N:2]1[S:3][C:4]([c:7]2[n:8]([CH3:15])[c:9]([N+:12](=[O:13])[O-:14])[cH:10][n:11]2)=[CH:5][NH:6]1.[O:28]1[CH2:29][CH2:30][O:31][CH2:32][CH2:33]1>>[N:2]1([N:24]2[CH2:23][CH2:22][N:21]([CH2:20][CH2:19][CH2:18][N:17]([CH3:16])[CH3:27])[CH2:26][CH2:25]2)[S:3][C:4]([c:7]2[n:8]([CH3:15])[c:9]([N+:12](=[O:13])[O-:14])[cH:10][n:11]2)=[CH:5][NH:6]1. Starting materials: C(C)(C)(C)OC(CNC(CNC(CNC(CCSCC(COC(CCCCCCCCCCCCCCC)=O)OC(CCCCCCCCCCCCCCC)=O)=O)=O)=O)=O ((6,7-bis(palmitoyloxy)-4-thiaheptanoyl)glycylglycylglycine t-butyl ester), Example 5, FC(C(=O)O)(F)F (trifiuoroacetic acid). Run at time 1 hour. Yields the product C(CCCCCCCCCCCCCCC)(=O)OC(CSCCC(=O)NCC(=O)NCC(=O)NCC(=O)O)COC(CCCCCCCCCCCCCCC)=O ((6,7-bis(palmi toyloxy)-4-thiaheptanoyl)glycylglycylglycine). Yield: 86.0%. Reaction SMILES: C([O:5][C:6](=[O:61])[CH2:7][NH:8][C:9](=[O:60])[CH2:10][NH:11][C:12](=[O:59])[CH2:13][NH:14][C:15](=[O:58])[CH2:16][CH2:17][S:18][CH2:19][CH:20]([O:40][C:41](=[O:57])[CH2:42][CH2:43][CH2:44][CH2:45][CH2:46][CH2:47][CH2:48][CH2:49][CH2:50][CH2:51][CH2:52][CH2:53][CH2:54][CH2:55][CH3:56])[CH2:21][O:22][C:23](=[O:39])[CH2:24][CH2:25][CH2:26][CH2:27][CH2:28][CH2:29][CH2:30][CH2:31][CH2:32][CH2:33][CH2:34][CH2:35][CH2:36][CH2:37][CH3:38])(C)(C)C.FC(F)(F)C(O)=O>>[C:41]([O:40][CH:20]([CH2:21][O:22][C:23](=[O:39])[CH2:24][CH2:25][CH2:26][CH2:27][CH2:28][CH2:29][CH2:30][CH2:31][CH2:32][CH2:33][CH2:34][CH2:35][CH2:36][CH2:37][CH3:38])[CH2:19][S:18][CH2:17][CH2:16][C:15]([NH:14][CH2:13][C:12]([NH:11][CH2:10][C:9]([NH:8][CH2:7][C:6]([OH:61])=[O:5])=[O:60])=[O:59])=[O:58])(=[O:57])[CH2:42][CH2:43][CH2:44][CH2:45][CH2:46][CH2:47][CH2:48][CH2:49][CH2:50][CH2:51][CH2:52][CH2:53][CH2:54][CH2:55][CH3:56]. Procedure: (6,7-bis(palmitoyloxy)-4-thiaheptanoyl)glycylglycylglycine t-butyl ester as obtained in Example 5 (110 mg) was mixed with trifiuoroacetic acid (5 ml), followed by stirring at room temperature for 1 hour. The mixture was concentrated to yield the title compound (81 mg, yield 86%) as a colorless crystal. Starting materials: O=C([O-])O, CC(=O)Cl, ClC(Cl)Cl, COc1ccc(-c2cnc(N)c(Cc3ccccc3)n2)cc1, [Na+], c1ccncc1. Yields the product COc1ccc(-c2cnc(NC(C)=O)c(Cc3ccccc3)n2)cc1. As a reaction SMILES: [C:31](=[O:32])([OH:33])[O-:34].[CH3:27][C:28]([Cl:29])=[O:30].[CH:23]([Cl:24])([Cl:25])[Cl:26].[NH2:1][c:2]1[n:3][cH:4][c:5](-[c:15]2[cH:16][cH:17][c:18]([O:21][CH3:22])[cH:19][cH:20]2)[n:6][c:7]1[CH2:8][c:9]1[cH:10][cH:11][cH:12][cH:13][cH:14]1.[Na+:35].[cH:36]1[cH:37][cH:38][n:39][cH:40][cH:41]1>>[NH:1]([c:2]1[n:3][cH:4][c:5](-[c:15]2[cH:16][cH:17][c:18]([O:21][CH3:22])[cH:19][cH:20]2)[n:6][c:7]1[CH2:8][c:9]1[cH:10][cH:11][cH:12][cH:13][cH:14]1)[C:28]([CH3:27])=[O:30].